The task is: describe an organic reaction: reactants, conditions, products, and yield. This data is from the Open Reaction Database (ORD), a public repository of structured organic reaction records. Starting materials: O=C([O-])[O-], Cc1cc(Nc2nc(Nc3cc(C)c(C4CCNCC4)cc3F)ncc2Cl)n[nH]1, Cc1ccc(Cl)nn1, [Cs+], [Cs+], C1COCCO1. Product: Cc1ccc(N2CCC(c3cc(F)c(Nc4ncc(Cl)c(Nc5cc(C)[nH]n5)n4)cc3C)CC2)nn1. Reaction SMILES: [C:38](=[O:39])([O-:40])[O-:41].[Cl:1][c:2]1[c:3]([NH:23][c:24]2[n:25][nH:26][c:27]([CH3:29])[cH:28]2)[n:4][c:5]([NH:8][c:9]2[c:10]([F:22])[cH:11][c:12]([CH:16]3[CH2:17][CH2:18][NH:19][CH2:20][CH2:21]3)[c:13]([CH3:15])[cH:14]2)[n:6][cH:7]1.[Cl:30][c:31]1[n:32][n:33][c:34]([CH3:37])[cH:35][cH:36]1.[Cs+:42].[Cs+:43].[O:44]1[CH2:45][CH2:46][O:47][CH2:48][CH2:49]1>>[Cl:1][c:2]1[c:3]([NH:23][c:24]2[n:25][nH:26][c:27]([CH3:29])[cH:28]2)[n:4][c:5]([NH:8][c:9]2[c:10]([F:22])[cH:11][c:12]([CH:16]3[CH2:17][CH2:18][N:19]([c:31]4[n:32][n:33][c:34]([CH3:37])[cH:35][cH:36]4)[CH2:20][CH2:21]3)[c:13]([CH3:15])[cH:14]2)[n:6][cH:7]1. Starting materials: O=C1CCC(=O)N1Br, ClCCl, Cc1ccc(CCCO)cc1, c1ccc(P(c2ccccc2)c2ccccc2)cc1. Yields the product Cc1ccc(CCCBr)cc1. RXN SMILES: [Br:31][N:32]1[C:33](=[O:34])[CH2:35][CH2:36][C:37]1=[O:38].[CH2:39]([Cl:40])[Cl:41].[CH3:1][c:2]1[cH:3][cH:4][c:5]([CH2:8][CH2:9][CH2:10][OH:11])[cH:6][cH:7]1.[c:12]1([P:13]([c:14]2[cH:15][cH:16][cH:17][cH:18][cH:19]2)[c:20]2[cH:21][cH:22][cH:23][cH:24][cH:25]2)[cH:26][cH:27][cH:28][cH:29][cH:30]1>>[CH3:1][c:2]1[cH:3][cH:4][c:5]([CH2:8][CH2:9][CH2:10][Br:31])[cH:6][cH:7]1. Starting materials: [Al+3], CCn1c2ccccc2c2ccccc21, [Cl-], [Cl-], [Cl-], Clc1ccccc1, Cl, O=C1OC(=O)c2ccccc21. The product is CCn1c2ccccc2c2cc(C(=O)c3ccccc3C(=O)O)ccc21. RXN SMILES: [Al+3:28].[CH2:1]([CH3:2])[n:3]1[c:4]2[cH:5][cH:6][cH:7][cH:8][c:9]2[c:10]2[cH:11][cH:12][cH:13][cH:14][c:15]12.[Cl-:27].[Cl-:29].[Cl-:30].[Cl:32][c:33]1[cH:34][cH:35][cH:36][cH:37][cH:38]1.[ClH:31].[O:16]=[C:17]1[O:18][C:19](=[O:20])[c:21]2[cH:22][cH:23][cH:24][cH:25][c:26]21>>[CH2:1]([CH3:2])[n:3]1[c:4]2[cH:5][cH:6][cH:7][cH:8][c:9]2[c:10]2[cH:11][c:12]([C:19](=[O:20])[c:21]3[cH:22][cH:23][cH:24][cH:25][c:26]3[C:17](=[O:16])[OH:18])[cH:13][cH:14][c:15]12. Reactants: ClCCl, CS(=O)(=O)Cl, Nc1ccc(CC=C2CN3CCC2CC3)cc1, [Na+], [OH-], O. Yields the product Cl, CS(=O)(=O)Nc1ccc(CC=C2CN3CCC2CC3)cc1. Reaction SMILES: [CH2:26]([Cl:27])[Cl:28].[CH3:18][S:19]([Cl:20])(=[O:21])=[O:22].[NH2:1][c:2]1[cH:3][cH:4][c:5]([CH2:8][CH:9]=[C:10]2[CH2:11][N:12]3[CH2:13][CH2:14][CH:15]2[CH2:16][CH2:17]3)[cH:6][cH:7]1.[Na+:25].[OH-:24].[OH2:23]>>[ClH:20].[NH:1]([c:2]1[cH:3][cH:4][c:5]([CH2:8][CH:9]=[C:10]2[CH2:11][N:12]3[CH2:13][CH2:14][CH:15]2[CH2:16][CH2:17]3)[cH:6][cH:7]1)[S:19]([CH3:18])(=[O:21])=[O:22]. Starting materials: [N+](=O)([O-])C=1C=C(C=C2C=CC(NC12)=O)OC(F)(F)F (8-nitro-6-(trifluoromethoxy)quinolone), [N+](=O)([O-])C=1C=C(C=C2C=CC(NC12)=O)OC(F)(F)F (8-nitro-6-(trifluoromethoxy)quinolone), [Sn](Cl)Cl (tin (II) chloride). The reagents and catalysts are Cl (HCl). Product: FC(OC=1C=C2C=CC=NC2=C(C1)N)(F)F (6-(Trifluoromethoxy)quinolin-8-amine). Isolated yield 84.4%. RXN SMILES: [N+:1]([C:4]1[CH:5]=[C:6]([O:15][C:16]([F:19])([F:18])[F:17])[CH:7]=[C:8]2[C:13]=1[NH:12][C:11](=O)[CH:10]=[CH:9]2)([O-])=O.[Sn](Cl)Cl>Cl>[F:19][C:16]([F:17])([F:18])[O:15][C:6]1[CH:7]=[C:8]2[C:13](=[C:4]([NH2:1])[CH:5]=1)[N:12]=[CH:11][CH:10]=[CH:9]2. Procedure: In a similar fashion using route 1 general procedure 4, 8-nitro-6-(trifluoromethoxy)quinolone (Intermediate 34) (1.1 g, 4.26 mmol), tin (II) chloride (2.42 g, 12.8 mmol) and 6 N HCl (13 drops) gave the title compound (820 mg, 84%) which was used in the next step without purification. The reactants are CNCCC1=CNC2=CC=C(C=C12)CNS(=O)(=O)C (N-[[3-[2-(methylamino)ethyl]-1H-indol-5-yl]methyl]methanesulphonamide), C(C)(C)N(CC)C(C)C (diisopropylethylamine), ClC(=O)OCC1=CC=CC=C1 (Benzyl chloroformate), O (water). Run in C1CCOC1 (THF). Conditions: time 0.5 hour. The product is C1(=CC=CC=C1)COC(N(C)CCC1=CNC2=CC=C(C=C12)CNS(=O)(=O)C)=O (Phenylmethyl[2-[5-[[(methylsulphonyl)amino]methyl]-1H-indol-3-yl]ethyl](methyl)carbamate). Reaction SMILES: Cl[C:2]([O:4][CH2:5][C:6]1[CH:11]=[CH:10][CH:9]=[CH:8][CH:7]=1)=[O:3].[CH3:12][NH:13][CH2:14][CH2:15][C:16]1[C:24]2[C:19](=[CH:20][CH:21]=[C:22]([CH2:25][NH:26][S:27]([CH3:30])(=[O:29])=[O:28])[CH:23]=2)[NH:18][CH:17]=1.C(N(C(C)C)CC)(C)C.O>C1COCC1>[C:6]1([CH2:5][O:4][C:2](=[O:3])[N:13]([CH2:14][CH2:15][C:16]2[C:24]3[C:19](=[CH:20][CH:21]=[C:22]([CH2:25][NH:26][S:27]([CH3:30])(=[O:29])=[O:28])[CH:23]=3)[NH:18][CH:17]=2)[CH3:12])[CH:11]=[CH:10][CH:9]=[CH:8][CH:7]=1. Procedure details: Benzyl chloroformate (1.1 ml) was added to a stirred, ice-cooled solution of N-[[3-[2-(methylamino)ethyl]-1H-indol-5-yl]methyl]methanesulphonamide (1.3 g) and diisopropylethylamine (1.5 ml) in dry THF (40 ml). After 1/2 h, water (3 ml) was added and the stirring was continued for 1 h. Reactants: O=C([O-])[O-], C1CCOC1, Cc1c(CCC(=O)c2cn(C)c3ccccc23)ncn1C(c1ccccc1)(c1ccccc1)c1ccccc1, CC(=O)O, CC(C)NC(C)C, CI, [K+], [K+], [Li], C1CCOC1, O. The product is Cc1c(CC(C)C(=O)c2cn(C)c3ccccc23)ncn1C(c1ccccc1)(c1ccccc1)c1ccccc1. RXN SMILES: [C:55](=[O:56])([O-:57])[O-:58].[CH2:61]1[O:62][CH2:63][CH2:64][CH2:65]1.[CH3:14][n:15]1[cH:16][c:17]([C:24]([CH2:25][CH2:26][c:27]2[n:28][cH:29][n:30]([C:33]([c:34]3[cH:35][cH:36][cH:37][cH:38][cH:39]3)([c:40]3[cH:41][cH:42][cH:43][cH:44][cH:45]3)[c:46]3[cH:47][cH:48][cH:49][cH:50][cH:51]3)[c:31]2[CH3:32])=[O:52])[c:18]2[cH:19][cH:20][cH:21][cH:22][c:23]12.[CH3:67][C:68](=[O:69])[OH:70].[CH:6]([NH:7][CH:8]([CH3:9])[CH3:10])([CH3:11])[CH3:12].[I:53][CH3:54].[K+:59].[K+:60].[Li:13].[O:1]1[CH2:2][CH2:5][CH2:4][CH2:3]1.[OH2:66]>>[CH3:2][CH:25]([C:24]([c:17]1[cH:16][n:15]([CH3:14])[c:23]2[c:18]1[cH:19][cH:20][cH:21][cH:22]2)=[O:52])[CH2:26][c:27]1[n:28][cH:29][n:30]([C:33]([c:34]2[cH:35][cH:36][cH:37][cH:38][cH:39]2)([c:40]2[cH:41][cH:42][cH:43][cH:44][cH:45]2)[c:46]2[cH:47][cH:48][cH:49][cH:50][cH:51]2)[c:31]1[CH3:32]. The reactants are C(C)OC(=O)CCCOC1=C(C(=O)OC)C=C(C(=C1)OC)CC=C(C)C (methyl 2-(3-ethoxycarbonylpropoxy)-4-methoxy-5-(3-methyl-2-butenyl)benzoate), C[Si](C)(C)[N-][Si](C)(C)C.[Li+] (lithium bis(trimethylsilyl)amide), [Cl-].[NH4+] (ammonium chloride), C(C)(=O)OCC (ethyl acetate). Run in O1CCCC1 (tetrahydrofuran), O1CCCC1 (tetrahydrofuran). Conditions: temperature -75 celsius. Product: COC=1C(=CC2=C(OCCC(C2=O)C(=O)OCC)C1)CC=C(C)C (ethyl 8-methoxy-7-(3-methyl-2-butenyl)-5-oxo-2,3,4,5-tetrahydrobenz[b]oxepin-4-carboxylate). Yield: 32.9%. RXN SMILES: C[Si]([N-][Si](C)(C)C)(C)C.[Li+].[CH2:11]([O:13][C:14]([CH2:16][CH2:17][CH2:18][O:19][C:20]1[CH:29]=[C:28]([O:30][CH3:31])[C:27]([CH2:32][CH:33]=[C:34]([CH3:36])[CH3:35])=[CH:26][C:21]=1[C:22]([O:24]C)=O)=[O:15])[CH3:12].[Cl-].[NH4+].C(OCC)(=O)C>O1CCCC1>[CH3:31][O:30][C:28]1[C:27]([CH2:32][CH:33]=[C:34]([CH3:36])[CH3:35])=[CH:26][C:21]2[C:22](=[O:24])[CH:16]([C:14]([O:13][CH2:11][CH3:12])=[O:15])[CH2:17][CH2:18][O:19][C:20]=2[CH:29]=1 |f:0.1,3.4|. Procedure: 80 ml of a tetrahydrofuran solution containing 18.6 mmol lithium bis(trimethylsilyl)amide was cooled to −75° C. 3.23 g of methyl 2-(3-ethoxycarbonylpropoxy)-4-methoxy-5-(3-methyl-2-butenyl)benzoate was dissolved in 8 ml of tetrahydrofuran, and the obtained solution was added dropwise to the above solution. After completion of the dropping, the reaction solution was warmed to 0° C. After completion of the reaction, a saturated ammonium chloride aqueous solution and ethyl acetate were added to the... Starting materials: C[Si](C)(C)Cl (trimethylsilylchloride), [Br-].ClC=1C=C(C=CC1)C=1C=C(C=NC1OC(F)F)C[Zn+] (((5-(3-Chlorophenyl)-6-(difluoromethoxy)pyridin-3-yl)methyl)zinc(II) bromide), BrCCBr (1,2-dibromoethane), BrCC=1C=C(C(=NC1)OC(F)F)C1=CC(=CC=C1)Cl (5-(bromomethyl)-3-(3-chlorophenyl)-2-(difluoromethoxy)pyridine), BrCC=1C=C(C(=NC1)OC(F)F)C1=CC(=CC=C1)Cl (5-(bromomethyl)-3-(3-chlorophenyl)-2-(difluoromethoxy)pyridine). Reagents/catalysts: [Zn] (zinc), [Zn] (zinc). Run in C1CCOC1 (THF). Run at temperature 70 celsius, time 30 minute. The product is solution, ClC=1C=C(C=CC1)C=1C(=NC=C(C1)CC1=NC=CC=C1)OC(F)F (3-(3-Chlorophenyl)-2-(difluoromethoxy)-5-(pyridin-2-ylmethyl)pyridine). Reaction SMILES: [Br-].[Cl:2][C:3]1[CH:4]=[C:5]([C:9]2[CH:10]=[C:11]([CH2:19][Zn+])[CH:12]=[N:13][C:14]=2[O:15][CH:16]([F:18])[F:17])[CH:6]=[CH:7][CH:8]=1.BrCCBr.C[Si](Cl)(C)C.BrC[C:32]1[CH:33]=[C:34](C2C=CC=C(Cl)C=2)[C:35](OC(F)F)=[N:36][CH:37]=1>C1COCC1.[Zn]>[Cl:2][C:3]1[CH:4]=[C:5]([C:9]2[C:14]([O:15][CH:16]([F:18])[F:17])=[N:13][CH:12]=[C:11]([CH2:19][C:35]3[CH:34]=[CH:33][CH:32]=[CH:37][N:36]=3)[CH:10]=2)[CH:6]=[CH:7][CH:8]=1 |f:0.1|. Procedure: ((5-(3-Chlorophenyl)-6-(difluoromethoxy)pyridin-3-yl)methyl)zinc(II) bromide. To a suspension of zinc (42.77 mg, 0.65 mmol) in THF (1 mL) was added 1,2-dibromoethane (2.48 μL, 0.03 mmol). The resulting mixture was heated at 70° C. for 10 minutes before being cooled to room temperature. Once cooled, trimethylsilylchloride (2.92 μL, 0.02 mmol) was added and the solution was stirred at room temperature for an additional 30 min. To the activated zinc solution was added 5-(bromomethyl)-3-(3-chlorophe... Reactants: C1(=CC=CC=C1)P(C1=CC=CC=C1)C1=CC=CC=C1 (triphenylphosphine), C(=O)N1CCNCC1 (N-formyl piperazine), ClC1=C(C2=C(OCO2)C(=C1)C#CCOC)NC1=NC=NC2=CC(=CC(=C12)OC(C)C)OCCCCl (N-[5-chloro-7-(3-methoxyprop-1-yn-1-yl)-1,3-benzodioxol-4-yl]-7-(3-chloropropoxy)-5-isopropoxyquinazolin-4-amine), [I-].[Na+] (sodium iodide). The solvent is COCCO (2-methoxyethanol), ClCCl (dichloromethane). Reaction conditions: temperature 110 celsius, time 24 hour. The product is ClC1=C(C2=C(OCO2)C(=C1)C#CCOC)NC1=NC=NC2=CC(=CC(=C12)OC(C)C)OCCCN1CCN(CC1)C=O (4-{3-[(4-{[5-chloro-7-(3-methoxyprop-1-yn-1-yl)-1,3-benzodioxol-4-yl]amino}-5-isopropoxyquinazolin-7-yl)oxy]propyl}piperazine-1-carbaldehyde). RXN SMILES: [Cl:1][C:2]1[CH:10]=[C:9]([C:11]#[C:12][CH2:13][O:14][CH3:15])[C:5]2[O:6][CH2:7][O:8][C:4]=2[C:3]=1[NH:16][C:17]1[C:26]2[C:21](=[CH:22][C:23]([O:31][CH2:32][CH2:33][CH2:34]Cl)=[CH:24][C:25]=2[O:27][CH:28]([CH3:30])[CH3:29])[N:20]=[CH:19][N:18]=1.C1(P(C2C=CC=CC=2)C2C=CC=CC=2)C=CC=CC=1.[CH:55]([N:57]1[CH2:62][CH2:61][NH:60][CH2:59][CH2:58]1)=[O:56].[I-].[Na+]>COCCO.ClCCl>[Cl:1][C:2]1[CH:10]=[C:9]([C:11]#[C:12][CH2:13][O:14][CH3:15])[C:5]2[O:6][CH2:7][O:8][C:4]=2[C:3]=1[NH:16][C:17]1[C:26]2[C:21](=[CH:22][C:23]([O:31][CH2:32][CH2:33][CH2:34][N:60]3[CH2:61][CH2:62][N:57]([CH:55]=[O:56])[CH2:58][CH2:59]3)=[CH:24][C:25]=2[O:27][CH:28]([CH3:29])[CH3:30])[N:20]=[CH:19][N:18]=1 |f:3.4|. Procedure: A mixture N-[5-chloro-7-(3-methoxyprop-1-yn-1-yl)-1,3-benzodioxol-4-yl]-7-(3-chloropropoxy)-5-isopropoxyquinazolin-4-amine (0.320 g, as a 1:1.3 wt.:wt. mixture with triphenylphosphine) and N-formyl piperazine (0.69 ml) was dissolved in 2-methoxyethanol (7 ml), then sodium iodide (0.040 g) was added and the reaction mixture was then heated at 110° C. with stirring for 24 hours. The reaction mixture was then cooled to room temperature, diluted with dichloromethane (70 ml) and washed with water:bri...